From a dataset of the Open Reaction Database (ORD), a public repository of structured organic reaction records. describe an organic reaction: reactants, conditions, products, and yield Reactants: C1(=CC=CC=C1)C(C)O (1-phenylethanol). The solvent is O (water), O (water). Reaction conditions: time 8 day. Yields the product C1(=CC=CC=C1)[C@H](C)O ((S)-1-phenylethanol). The yield is 42.0%. RXN SMILES: [C:1]1([CH:7]([OH:9])[CH3:8])[CH:6]=[CH:5][CH:4]=[CH:3][CH:2]=1>O>[C:1]1([C@@H:7]([OH:9])[CH3:8])[CH:6]=[CH:5][CH:4]=[CH:3][CH:2]=1. Reported procedure: Continuing, using these immobilized beads as catalyst, 400 ml of distilled water equal to 20 times the weight of tartary buckwheat curd were added as reaction solvent. After making the temperature of the distilled water 35° C. using a constant-temperature shaking culturing vessel, 201 mg of ±-1-phenylethanol were added as substrate after which the conditions of the culturing vessel were set to 55 rpm and substrate conversion was performed for 8 days. (S)-1-phenylethanol was obtained at a convers...